This data is from the Open Reaction Database (ORD), a public repository of structured organic reaction records. The task is: describe an organic reaction: reactants, conditions, products, and yield The reactants are C1CCCCC1, Cc1ccccc1, CCOC(C)=O, O, COc1ccc(CC(Cc2ccc(OC)cc2)N2C(=O)C(C(C)OC(=O)OCc3ccccc3)C2C(C)(C)O)cc1, O=S(Cl)Cl, c1ccncc1. Yields the product C=C(C)C1C(C(C)OC(=O)OCc2ccccc2)C(=O)N1C(Cc1ccc(OC)cc1)Cc1ccc(OC)cc1. Reaction SMILES: [CH2:66]1[CH2:67][CH2:68][CH2:69][CH2:70][CH2:71]1.[CH3:53][c:54]1[cH:55][cH:56][cH:57][cH:58][cH:59]1.[CH3:60][CH2:61][O:62][C:63](=[O:64])[CH3:65].[OH2:52].[OH:1][C:2]([CH3:3])([CH3:4])[CH:5]1[CH:6]([CH:29]([CH3:30])[O:31][C:32](=[O:33])[O:34][CH2:35][c:36]2[cH:37][cH:38][cH:39][cH:40][cH:41]2)[C:7](=[O:28])[N:8]1[CH:9]([CH2:10][c:11]1[cH:12][cH:13][c:14]([O:17][CH3:18])[cH:15][cH:16]1)[CH2:19][c:20]1[cH:21][cH:22][c:23]([O:26][CH3:27])[cH:24][cH:25]1.[S:42]([Cl:43])([Cl:44])=[O:45].[cH:46]1[cH:47][cH:48][n:49][cH:50][cH:51]1>>[C:2](=[CH2:3])([CH3:4])[CH:5]1[CH:6]([CH:29]([CH3:30])[O:31][C:32](=[O:33])[O:34][CH2:35][c:36]2[cH:37][cH:38][cH:39][cH:40][cH:41]2)[C:7](=[O:28])[N:8]1[CH:9]([CH2:10][c:11]1[cH:12][cH:13][c:14]([O:17][CH3:18])[cH:15][cH:16]1)[CH2:19][c:20]1[cH:21][cH:22][c:23]([O:26][CH3:27])[cH:24][cH:25]1. The reactants are O=[N+]([O-])c1cnc2ccc(Cl)cc2c1O, O, O=P(Cl)(Cl)Cl. Yields the product O=[N+]([O-])c1cnc2ccc(Cl)cc2c1Cl. Reaction SMILES: [Cl:1][c:2]1[cH:3][c:4]2[c:5]([OH:15])[c:6]([N+:12](=[O:13])[O-:14])[cH:7][n:8][c:9]2[cH:10][cH:11]1.[OH2:16].[P:17]([Cl:18])([Cl:19])([Cl:20])=[O:21]>>[Cl:1][c:2]1[cH:3][c:4]2[c:5]([Cl:19])[c:6]([N+:12](=[O:13])[O-:14])[cH:7][n:8][c:9]2[cH:10][cH:11]1. Reactants: Cl (hydrochloric acid), ClC(=O)OCC (ethyl chloroformate), ClC=1C=C(CN2C(C3(C4=CC=CC=C24)NC(NC3=O)=O)=O)C=CC1Cl (1'-(3,4-dichlorobenzyl)-spiro[imidazolidine-4,3'-indoline]-2,2',5-trione), C([O-])([O-])=O.[Na+].[Na+] (sodium carbonate). Solvent: COCCOC (1,2-dimethoxyethane), COCCOC (1,2-dimethoxyethane). Reaction conditions: time 16 hour. The product is C(C)OC(=O)N1C(NC(C12C(N(C1=CC=CC=C21)CC2=CC(=C(C=C2)Cl)Cl)=O)=O)=O (3-ethoxycarbonyl-1'-(3,4-dichlorobenzyl)-spiro[imidazolidine-4,3'-indoline]-2,2',5-trione). The yield is 16.3%. RXN SMILES: Cl[C:2]([O:4][CH2:5][CH3:6])=[O:3].[Cl:7][C:8]1[CH:9]=[C:10]([CH:28]=[CH:29][C:30]=1[Cl:31])[CH2:11][N:12]1[C:20]2[C:15](=[CH:16][CH:17]=[CH:18][CH:19]=2)[C:14]2([C:24](=[O:25])[NH:23][C:22](=[O:26])[NH:21]2)[C:13]1=[O:27].C(=O)([O-])[O-].[Na+].[Na+].Cl>COCCOC>[CH2:5]([O:4][C:2]([N:21]1[C:14]2([C:15]3[C:20](=[CH:19][CH:18]=[CH:17][CH:16]=3)[N:12]([CH2:11][C:10]3[CH:28]=[CH:29][C:30]([Cl:31])=[C:8]([Cl:7])[CH:9]=3)[C:13]2=[O:27])[C:24](=[O:25])[NH:23][C:22]1=[O:26])=[O:3])[CH3:6] |f:2.3.4|. Procedure details: A solution of ethyl chloroformate (0.55 g.) in 1,2-dimethoxyethane (20 ml.) was added dropwise to a stirred mixture of 1'-(3,4-dichlorobenzyl)-spiro[imidazolidine-4,3'-indoline]-2,2',5-trione (1.8 g.) and sodium carbonate (2.0 g.) in 1,2-dimethoxyethane (60 ml.). When the addition was completed, the mixture was stirred for 16 hours and then evaporated. The residual solid was dissolved in warm water (150 ml.) and the solution obtained was slowly acidified (concentrated hydrochloric acid). The sol... Starting materials: S=C(n1ccnc1)n1ccnc1, CCOC(C)=O, NC1CCc2cc(F)c(F)cc2C1. The product is Fc1cc2c(cc1F)CC(N=C=S)CC2. As a reaction SMILES: [C:14](=[S:15])([n:16]1[cH:17][cH:18][n:19][cH:20]1)[n:21]1[cH:22][cH:23][n:24][cH:25]1.[CH3:26][CH2:27][O:28][C:29](=[O:30])[CH3:31].[F:1][c:2]1[cH:3][c:4]2[c:9]([cH:10][c:11]1[F:12])[CH2:8][CH:7]([NH2:13])[CH2:6][CH2:5]2>>[F:1][c:2]1[cH:3][c:4]2[c:9]([cH:10][c:11]1[F:12])[CH2:8][CH:7]([N:13]=[C:14]=[S:15])[CH2:6][CH2:5]2. Starting materials: O=C1NC(=O)C(Br)(Br)C(=O)N1, C1CCOC1, COC(=O)c1c(C(C)=O)cccc1[N+](=O)[O-], CCOC(C)=O. Yields the product COC(=O)c1c(C(=O)CBr)cccc1[N+](=O)[O-]. Reaction SMILES: [Br:17][C:18]1([Br:19])[C:20](=[O:21])[NH:22][C:23](=[O:24])[NH:25][C:26]1=[O:27].[CH2:34]1[O:35][CH2:36][CH2:37][CH2:38]1.[CH3:1][O:2][C:3]([c:4]1[c:5]([C:13]([CH3:14])=[O:15])[cH:6][cH:7][cH:8][c:9]1[N+:10](=[O:11])[O-:12])=[O:16].[CH3:28][CH2:29][O:30][C:31]([CH3:32])=[O:33]>>[CH3:1][O:2][C:3]([c:4]1[c:5]([C:13]([CH2:14][Br:17])=[O:15])[cH:6][cH:7][cH:8][c:9]1[N+:10](=[O:11])[O-:12])=[O:16]. The reactants are OCN1C=C(C2=CC=CC=C12)C=1C(NC(C1C1=CN(C2=CC(=CC=C12)[N+](=O)[O-])C)=O)=O (3-(1-hydroxymethyl-1H-indol-3-yl)-4-(1-methyl-6-nitro-1H-indol-3-yl)-pyrrole-2,5-dione), Compound II, C(C)(=O)OC(C)=O (acetic anhydride). Solvent: O (water). Reaction conditions: time 2.5 hour. Product: CN1C=C(C2=CC=C(C=C12)[N+](=O)[O-])C1=C(C(NC1=O)=O)C1=CN(C2=CC=CC=C12)COC(C)=O (acetic acid 3-[4-(1-methyl-6-nitro-1H-indol-3-yl)-2,5-dioxo-2,5-dihydro-1H-pyrrol-3yl]-indol-1-ylmethyl ester). Isolated yield 53.0%. RXN SMILES: [OH:1][CH2:2][N:3]1[C:11]2[C:6](=[CH:7][CH:8]=[CH:9][CH:10]=2)[C:5]([C:12]2[C:13](=[O:31])[NH:14][C:15](=[O:30])[C:16]=2[C:17]2[C:25]3[C:20](=[CH:21][C:22]([N+:26]([O-:28])=[O:27])=[CH:23][CH:24]=3)[N:19]([CH3:29])[CH:18]=2)=[CH:4]1.[C:32](OC(=O)C)(=[O:34])[CH3:33]>O>[CH3:29][N:19]1[C:20]2[C:25](=[CH:24][CH:23]=[C:22]([N+:26]([O-:28])=[O:27])[CH:21]=2)[C:17]([C:16]2[C:15](=[O:30])[NH:14][C:13](=[O:31])[C:12]=2[C:5]2[C:6]3[C:11](=[CH:10][CH:9]=[CH:8][CH:7]=3)[N:3]([CH2:2][O:1][C:32](=[O:34])[CH3:33])[CH:4]=2)=[CH:18]1. Procedure: A slurry of 3-(1-hydroxymethyl-1H-indol-3-yl)-4-(1-methyl-6-nitro-1H-indol-3-yl)-pyrrole-2,5-dione (120 mg, 0.288 mmol) (prepared as described in U.S. Ser. No. 09/268,887 (Compound II)) in 3 mL of acetic anhydride (Aldrich) was stirred at room temperature for 19 hours, and at 100° C. for 2.5 hours. The resulting solution was cooled, diluted with water, and extracted with EtOAc. The EtOAc layer was washed with water, brine, dried over magnesium sulfate, and evaporated. The residue was purified by... Reactants: NC1=C(C(=O)NCC(NC(C)C)=O)C=C(C=C1)O (2-amino-5-hydroxy-N-(isopropylcarbamoylmethyl)benzamide), FC1=C(C=C(C(OCC)=N)C=C1)Cl (ethyl 4-fluoro-3-chlorobenzimidate). Solvent: C(C)O (ethanol). Yields the product ClC=1C=C(C=CC1F)C1=NC2=CC=C(C=C2C(N1CC(=O)NC(C)C)=O)O (2-[2-(3-chloro-4-fluorophenyl)-6-hydroxy-4-oxo-4H-quinazolin-3-yl]-N-isopropylacetamide). The yield is 61.0%. RXN SMILES: [NH2:1][C:2]1[CH:17]=[CH:16][C:15]([OH:18])=[CH:14][C:3]=1[C:4]([NH:6][CH2:7][C:8](=[O:13])[NH:9][CH:10]([CH3:12])[CH3:11])=[O:5].[F:19][C:20]1[CH:30]=[CH:29][C:23]([C:24](=N)OCC)=[CH:22][C:21]=1[Cl:31]>C(O)C>[Cl:31][C:21]1[CH:22]=[C:23]([C:24]2[N:6]([CH2:7][C:8]([NH:9][CH:10]([CH3:12])[CH3:11])=[O:13])[C:4](=[O:5])[C:3]3[C:2](=[CH:17][CH:16]=[C:15]([OH:18])[CH:14]=3)[N:1]=2)[CH:29]=[CH:30][C:20]=1[F:19]. Reported procedure: A mixture of 2-amino-5-hydroxy-N-(isopropylcarbamoylmethyl)benzamide (INTERMEDIATE II.1) (400 mg, 1.59 mmol) and ethyl 4-fluoro-3-chlorobenzimidate*HCl (INTERMEDIATE III.5) (1.14 g, 4.78 mmol) in ethanol (10 mL) was heated at reflux temperature for 1 h. The mixture was then cooled to room temperature and the resultant solid collected by filtration and washed with additional portions of cold ethanol (3×20 mL) to afford 2-[2-(3-chloro-4-fluorophenyl)-6-hydroxy-4-oxo-4H-quinazolin-3-yl]-N-isopropyl... Starting materials: COC(=O)c1cnc(-c2ccc(C(F)(F)F)cc2)nc1, CNOC, CC(C)[Mg+], [Cl-], Cl, C1CCOC1. The product is CON(C)C(=O)c1cnc(-c2ccc(C(F)(F)F)cc2)nc1. As a reaction SMILES: [CH3:1][O:2][C:3](=[O:4])[c:5]1[cH:6][n:7][c:8](-[c:11]2[cH:12][cH:13][c:14]([C:17]([F:18])([F:19])[F:20])[cH:15][cH:16]2)[n:9][cH:10]1.[CH3:22][NH:23][O:24][CH3:25].[CH:27]([Mg+:28])([CH3:29])[CH3:30].[Cl-:26].[ClH:21].[O:31]1[CH2:32][CH2:33][CH2:34][CH2:35]1>>[C:3](=[O:4])([c:5]1[cH:6][n:7][c:8](-[c:11]2[cH:12][cH:13][c:14]([C:17]([F:18])([F:19])[F:20])[cH:15][cH:16]2)[n:9][cH:10]1)[N:23]([CH3:22])[O:24][CH3:25]. Product: NCCCCCCOCCc1ccccn1. The reactants are CCO, c1ccc(CNCCCCCCOCCc2ccccn2)cc1. RXN SMILES: [CH3:24][CH2:25][OH:26].[n:1]1[c:2]([CH2:7][CH2:8][O:9][CH2:10][CH2:11][CH2:12][CH2:13][CH2:14][CH2:15][NH:16][CH2:17][c:18]2[cH:19][cH:20][cH:21][cH:22][cH:23]2)[cH:3][cH:4][cH:5][cH:6]1>>[n:1]1[c:2]([CH2:7][CH2:8][O:9][CH2:10][CH2:11][CH2:12][CH2:13][CH2:14][CH2:15][NH2:16])[cH:3][cH:4][cH:5][cH:6]1. Reactants: FC1=C(CBr)C=CC(=C1)C(F)(F)F (2-fluoro-4-trifluoromethylbenzyl bromide), COC=1[C@@H](N=C(CN1)OC)C(C)C ((2S)-2,5-dihydro-3,6-dimethoxy-2-isopropylpyrazine), solution, C(CCC)[Li] (butyllithium). Solvent: O1CCCC1 (tetrahydrofuran), O1CCCC1 (tetrahydrofuran), hexanes. Reaction conditions: time 20 minute. The product is COC=1[C@H](N=C([C@@H](N1)C(C)C)OC)CC1=C(C=C(C=C1)C(F)(F)F)F ((2R,5S)-2,5-Dihydro-3,6-dimethoxy-2-(2′-fluoro-4′-(trifluoromethyl)benzyl)-5-isopropylpyrazine). As a reaction SMILES: [CH3:1][O:2][C:3]1[C@H:4]([CH:11]([CH3:13])[CH3:12])[N:5]=[C:6]([O:9][CH3:10])[CH2:7][N:8]=1.C([Li])CCC.[F:19][C:20]1[CH:27]=[C:26]([C:28]([F:31])([F:30])[F:29])[CH:25]=[CH:24][C:21]=1[CH2:22]Br>O1CCCC1>[CH3:10][O:9][C:6]1[C@@H:7]([CH2:22][C:21]2[CH:24]=[CH:25][C:26]([C:28]([F:29])([F:31])[F:30])=[CH:27][C:20]=2[F:19])[N:8]=[C:3]([O:2][CH3:1])[C@H:4]([CH:11]([CH3:13])[CH3:12])[N:5]=1. Procedure: To a solution of 3.32 g (18 mmol) of commercially available (2S)-2,5-dihydro-3,6-dimethoxy-2-isopropylpyrazine in 100 mL of tetrahydrofuran at −70° C. was added 12 mL (19 mmol) of a 1.6M solution of butyllithium in hexanes. After stirring at this temperature for 20 min, 5 g (19.5 mmol) of 2-fluoro-4-trifluoromethylbenzyl bromide in 20 mL of tetrahydrofuran was added and stirring was continued for 3 h before warming the reaction to ambient temperature. The reaction was quenched with water, concen...